From a dataset of the Open Reaction Database (ORD), a public repository of structured organic reaction records. describe an organic reaction: reactants, conditions, products, and yield Solvent: C(C)#N (acetonitrile). The reactants are C(C)OC(=O)[C@H](CCC1=CC=CC=C1)N[C@@H](C)C(=O)N1[C@H](C(=O)O)CCC1 (N-(1(S)-Ethoxycarbonyl-3-phenylpropyl)-L-alanyl-L-proline), C(\C=C/C(=O)O)(=O)O (maleic acid). The product is C(\C=C/C(=O)O)(=O)O.C(C)OC(=O)[C@H](CCC1=CC=CC=C1)N[C@@H](C)C(=O)N1[C@H](C(=O)O)CCC1 (N-(1(S)-ethoxycarbonyl-3-phenylpropyl)-L-alanyl-L-proline maleate). Conditions: temperature 70 celsius. As a reaction SMILES: [CH2:1]([O:3][C:4]([C@@H:6]([NH:15][C@H:16]([C:18]([N:20]1[CH2:27][CH2:26][CH2:25][C@H:21]1[C:22]([OH:24])=[O:23])=[O:19])[CH3:17])[CH2:7][CH2:8][C:9]1[CH:14]=[CH:13][CH:12]=[CH:11][CH:10]=1)=[O:5])[CH3:2].[C:28]([OH:35])(=[O:34])/[CH:29]=[CH:30]\[C:31]([OH:33])=[O:32]>C(#N)C>[C:28]([OH:35])(=[O:34])/[CH:29]=[CH:30]\[C:31]([OH:33])=[O:32].[CH2:1]([O:3][C:4]([C@@H:6]([NH:15][C@H:16]([C:18]([N:20]1[CH2:27][CH2:26][CH2:25][C@H:21]1[C:22]([OH:24])=[O:23])=[O:19])[CH3:17])[CH2:7][CH2:8][C:9]1[CH:14]=[CH:13][CH:12]=[CH:11][CH:10]=1)=[O:5])[CH3:2] |f:3.4|. Procedure: N-(1(S)-Ethoxycarbonyl-3-phenylpropyl)-L-alanyl-L-proline and acetonitrile are mixed and to this mixture is added maleic acid with heating at 70° C. and the mixture is gradually cooled to obtain N-(1(S)-ethoxycarbonyl-3-phenylpropyl)-L-alanyl-L-proline maleate. Product: OCCCC1=CC=C2C(=NC(=NC2=C1)C1=C(C=CC=C1)O)N[C@@H]1CNCC1 ((S)-2-(7-(3-Hydroxypropyl)-4-(pyrrolidin-3-ylamino)quinazolin-2-yl)phenol). Reactants: BrC1=CC=C2C(=NC(=NC2=C1)C1=C(C=CC=C1)O)N[C@@H]1CN(CC1)C(=O)OC(C)(C)C ((S)-tert-butyl 3-(7-bromo-2-(2-hydroxyphenyl)quinazolin-4-ylamino)pyrrolidine-1-carboxylate), OC1=C(C=CC=C1)C1=NC2=CC=C(C=C2C(=N1)N[C@@H]1CN(CC1)C(=O)OC(C)(C)C)C#CCO ((S)-tert-Butyl 3-(2-(2-hydroxyphenyl)-6-(3-hydroxyprop-1-ynyl)quinazolin-4-ylamino)pyrrolidine-1-carboxylate). Procedure details: The title compound was prepared using methods analogous to those described in Synthesis 59 and 60, replacing (S)-tert-butyl 3-(6-bromo-2-(2-hydroxyphenyl)quinazolin-4-ylamino)pyrrolidine-1-carboxylate with (S)-tert-butyl 3-(7-bromo-2-(2-hydroxyphenyl)quinazolin-4-ylamino)pyrrolidine-1-carboxylate in Synthesis 59-A. RXN SMILES: BrC1C=C2C(C(N[C@H]3CCN(C(OC(C)(C)C)=O)C3)=N[C:8]([C:12]3C=CC=C[C:13]=3[OH:18])=N2)=CC=1.[OH:32][C:33]1[CH:38]=[CH:37][CH:36]=[CH:35][C:34]=1[C:39]1[N:48]=[C:47]([NH:49][C@H:50]2[CH2:54][CH2:53][N:52](C(OC(C)(C)C)=O)[CH2:51]2)[C:46]2[C:41](=[CH:42][CH:43]=[C:44](C#CCO)[CH:45]=2)[N:40]=1>>[OH:18][CH2:13][CH2:12][CH2:8][C:43]1[CH:42]=[C:41]2[C:46]([C:47]([NH:49][C@H:50]3[CH2:54][CH2:53][NH:52][CH2:51]3)=[N:48][C:39]([C:34]3[CH:35]=[CH:36][CH:37]=[CH:38][C:33]=3[OH:32])=[N:40]2)=[CH:45][CH:44]=1. The reactants are FC1(CCC(CC1)C(=O)OCC)F (ethyl 4,4-difluorocyclohexanecarboxylate), O (H2O), Cl (HCl), O.[OH-].[Li+] (lithium hydroxide monohydrate). The solvent is C1CCOC1 (THF), CCOC(=O)C (EtOAc). Reaction conditions: time 8 hour. Yields the product FC1(CCC(CC1)C(=O)O)F (4,4-difluorocyclohexanecarboxylic acid). The yield is 96.7%. Reaction SMILES: [F:1][C:2]1([F:13])[CH2:7][CH2:6][CH:5]([C:8]([O:10]CC)=[O:9])[CH2:4][CH2:3]1.O.O.[OH-].[Li+].Cl>C1COCC1.CCOC(C)=O>[F:1][C:2]1([F:13])[CH2:3][CH2:4][CH:5]([C:8]([OH:10])=[O:9])[CH2:6][CH2:7]1 |f:2.3.4|. Procedure details: A solution of ethyl 4,4-difluorocyclohexanecarboxylate (0.385 g, 2.003 mmol) in THF (12 mL) was treated with H2O (6 mL) followed by lithium hydroxide monohydrate (0.420 g, 10.02 mmol) and the mixture stirred vigorously at RT overnight. The mixture was treated with EtOAc, acidified with 1M HCl until pH 4, the layers separated and the aqueous layer extracted with additional EtOAc (1×). The combined organics were washed with brine, dried over MgSO4 and concentrated to dryness to afford 4,4-difluoro... Reactants: N1CCC(CC1)=O (4-piperidone), ClCCN1CCCC1 (1-(2-chloroethyl)pyrrolidine). The product is N1(CCCC1)CCN1CCC(CC1)=O (1-(2-(1-Pyrrolidinyl)ethyl)-4-piperidone). RXN SMILES: [NH:1]1[CH2:6][CH2:5][C:4](=[O:7])[CH2:3][CH2:2]1.Cl[CH2:9][CH2:10][N:11]1[CH2:15][CH2:14][CH2:13][CH2:12]1>>[N:11]1([CH2:10][CH2:9][N:1]2[CH2:6][CH2:5][C:4](=[O:7])[CH2:3][CH2:2]2)[CH2:15][CH2:14][CH2:13][CH2:12]1. Procedure details: 1-(2-(1-Pyrrolidinyl)ethyl)-4-piperidone is prepared from 4-piperidone and 1-(2-chloroethyl)pyrrolidine essentially as described above in Example 38, Scheme C, step a. Starting materials: COc1nc(C)cnc1NC(=O)OCC(C)C, O=S(=O)(Cl)c1cccnc1Cl, Cl, [H-], [Na+], O. The product is COc1nc(C)cnc1N(C(=O)OCC(C)C)S(=O)(=O)c1cccnc1Cl. Reaction SMILES: [CH3:3][O:4][c:5]1[c:6]([NH:12][C:13]([O:14][CH2:15][CH:16]([CH3:17])[CH3:18])=[O:19])[n:7][cH:8][c:9]([CH3:11])[n:10]1.[Cl:20][c:21]1[n:22][cH:23][cH:24][cH:25][c:26]1[S:27](=[O:28])(=[O:29])[Cl:30].[ClH:31].[H-:1].[Na+:2].[OH2:32]>>[CH3:3][O:4][c:5]1[c:6]([N:12]([C:13]([O:14][CH2:15][CH:16]([CH3:17])[CH3:18])=[O:19])[S:27]([c:26]2[c:21]([Cl:20])[n:22][cH:23][cH:24][cH:25]2)(=[O:28])=[O:29])[n:7][cH:8][c:9]([CH3:11])[n:10]1. Reactants: ice water, NC1=CC=C(C=C1)N1C=NC=C1 (1-(4-aminophenyl)imidazole), C1(=CC=CC=C1)C(CCC(=O)O)C=1C(C(=C(C(C1C)=O)C)C)=O (4-phenyl 4-(3,5,6-trimethyl-1,4-benzoquinon-2-yl)butanoic acid), Cl.CN(CCCN=C=NCC)C (1-(3-dimethylaminopropyl)-3-ethylcarbodiimide hydrochloride), ON1N=NC2=C1C=CC=C2 (1-hydroxybenzotriazole). Run in CN(C)C=O (DMF), C(C)N(CC)CC (triethylamine). Product: N1(C=NC=C1)C1=CC=C(C=C1)NC(CCC(C=1C(C(=C(C(C1C)=O)C)C)=O)C1=CC=CC=C1)=O (N-[4-(imidazol-1-yl)phenyl]-4-phenyl-4-(3,5,6-trimethyl-1,4-benzoquinon-2-yl)butanamide). Yield: 45.2%. As a reaction SMILES: [NH2:1][C:2]1[CH:7]=[CH:6][C:5]([N:8]2[CH:12]=[CH:11][N:10]=[CH:9]2)=[CH:4][CH:3]=1.[C:13]1([CH:19]([C:25]2[C:26](=[O:35])[C:27]([CH3:34])=[C:28]([CH3:33])[C:29](=[O:32])[C:30]=2[CH3:31])[CH2:20][CH2:21][C:22](O)=[O:23])[CH:18]=[CH:17][CH:16]=[CH:15][CH:14]=1.Cl.CN(C)CCCN=C=NCC.ON1C2C=CC=CC=2N=N1>CN(C=O)C.C(N(CC)CC)C>[N:8]1([C:5]2[CH:4]=[CH:3][C:2]([NH:1][C:22](=[O:23])[CH2:21][CH2:20][CH:19]([C:13]3[CH:14]=[CH:15][CH:16]=[CH:17][CH:18]=3)[C:25]3[C:26](=[O:35])[C:27]([CH3:34])=[C:28]([CH3:33])[C:29](=[O:32])[C:30]=3[CH3:31])=[CH:7][CH:6]=2)[CH:12]=[CH:11][N:10]=[CH:9]1 |f:2.3|. Conditions: time 20 hour. Reported procedure: To a solution of 1-(4-aminophenyl)imidazole(0.71 g), 4-phenyl 4-(3,5,6-trimethyl-1,4-benzoquinon-2-yl)butanoic acid(1.25 g), ,1-(3-dimethylaminopropyl)-3-ethylcarbodiimide hydrochloride(0.85 g) and 1-hydroxybenzotriazole(0.85g) in DMF(8 ml) was added triethylamine(0.7 ml) and the mixture was stirred at room temperature for 20 hours. The reaction mixture was poured into ice water and the precipitate was filtered and dissolved in chloroform-methanol. This solution was washed with brine, dried (MgS... Starting materials: BrCCC1=CC=C(C=C1)Cl (1-(bromoethyl)-4-chlorobenzene), [H-].[Na+] (sodium hydride), N1CCCC2=CC=CC(=C12)C(=O)OCC (ethyl 1,2,3,4-tetrahydroquinoline-8-carboxylate), [H-].[Na+] (sodium hydride), O (water). Solvent: CN(C)C=O (DMF), CN(C)C=O (DMF), C(C)(=O)OCC (ethyl acetate). Reaction conditions: time 30 minute. Product: ClC1=CC=C(CN2CCCC3=CC=CC(=C23)C(=O)OCC)C=C1 (ethyl 1-(4-chlorobenzyl)-1,2,3,4-tetrahydroquinoline-8-carboxylate). The yield is 28.9%. As a reaction SMILES: [NH:1]1[C:10]2[C:5](=[CH:6][CH:7]=[CH:8][C:9]=2[C:11]([O:13][CH2:14][CH3:15])=[O:12])[CH2:4][CH2:3][CH2:2]1.[H-].[Na+].BrC[CH2:20][C:21]1[CH:26]=[CH:25][C:24]([Cl:27])=[CH:23][CH:22]=1.O>CN(C=O)C.C(OCC)(=O)C>[Cl:27][C:24]1[CH:25]=[CH:26][C:21]([CH2:20][N:1]2[C:10]3[C:5](=[CH:6][CH:7]=[CH:8][C:9]=3[C:11]([O:13][CH2:14][CH3:15])=[O:12])[CH2:4][CH2:3][CH2:2]2)=[CH:22][CH:23]=1 |f:1.2|. Procedure: To a mixture of ethyl 1,2,3,4-tetrahydroquinoline-8-carboxylate (1.1 g) and DMF (9.0 mL) was added sodium hydride (55% dispersion in paraffin liquid, 280 mg) at 0° C., followed by stirring at room temperature for 30 minutes. To the reaction mixture was added a solution of 1-(bromoethyl)-4-chlorobenzene (1.2 g) in DMF (2.0 mL) under ice-cooling, followed by stirring at room temperature for 3 days. To the reaction mixture was added sodium hydride (55% dispersion in paraffin liquid, 280 mg), follow... Starting materials: FC1=CC(=C(N)C=C1)C (4-fluoro-2-methylaniline), C1N(CCC2=CC=CC=C12)C1=NC(=NC=2CCCCC12)Cl (4-(1,2,3,4-tetrahydroisoquinolin-2-yl)-2-chloro-5,6,7,8-tetrahydroquinazoline). Run in CN(C=O)C (dimethylformamide). Yields the product Cl.CC1=C(C=CC(=C1)F)NC1=NC=2CCCCC2C(=N1)N1CC2=CC=CC=C2CC1 (2-(2-Methyl-4-fluorophenylamino)-4-(1,2,3,4-tetrahydroisoquinolin-2-yl)-5,6,7,8-tetrahydroquinazoline hydrochloride). Isolated yield 28.2%. RXN SMILES: [F:1][C:2]1[CH:8]=[CH:7][C:5]([NH2:6])=[C:4]([CH3:9])[CH:3]=1.[CH2:10]1[C:19]2[C:14](=[CH:15][CH:16]=[CH:17][CH:18]=2)[CH2:13][CH2:12][N:11]1[C:20]1[C:29]2[CH2:28][CH2:27][CH2:26][CH2:25][C:24]=2[N:23]=[C:22]([Cl:30])[N:21]=1>CN(C)C=O>[ClH:30].[CH3:9][C:4]1[CH:3]=[C:2]([F:1])[CH:8]=[CH:7][C:5]=1[NH:6][C:22]1[N:21]=[C:20]([N:11]2[CH2:12][CH2:13][C:14]3[C:19](=[CH:18][CH:17]=[CH:16][CH:15]=3)[CH2:10]2)[C:29]2[CH2:28][CH2:27][CH2:26][CH2:25][C:24]=2[N:23]=1 |f:3.4|. Procedure details: After 4-fluoro-2-methylaniline(0.75 ml, 6.6 mmol) was added to a mixture solution of 4-(1,2,3,4-tetrahydroisoquinolin-2-yl)-2-chloro-5,6,7,8-tetrahydroquinazoline(0.90 g, 3.0 mmol) and dimethylformamide(5 ml), 0.36 g of the titled compound was obtained in accordance with the same procedure as in Step 2 of Example 1.